From a dataset of the Open Reaction Database (ORD), a public repository of structured organic reaction records. describe an organic reaction: reactants, conditions, products, and yield Reactants: C(C)(C)(C)OC(NC(=N)C=1SC(=C(C1)S(=O)(=O)C=1C=NC(=C(C1)Br)Cl)SC)=O ({[4-(5-bromo-6-chloro-pyridine-3-sulfonyl)-5-methylsulfanyl-thiophen-2-yl]-imino-methyl}-carbamic acid tert-butyl ester), NC1=NC(=NC=C1CN)C (4-amino-5-aminomethyl-2-methylpyrimidine), C(Cl)Cl.C(=O)(C(F)(F)F)O (DCM TFA). The solvent is C1CCOC1 (THF). Yields the product FC(C(=O)O)(F)F.NC1=NC=NC=C1CNC1=C(C=C(C=N1)S(=O)(=O)C=1C=C(SC1SC)C(=N)N)Br (4-{6-[(4-Amino-pyrimidin-5-ylmethyl)-amino]-5-bromo-pyridine-3-sulfonyl}-5-methylsulfanyl-thiophene-2-carboxamidine trifluoroacetate). RXN SMILES: C(OC(=O)[NH:7][C:8]([C:10]1[S:11][C:12]([S:26][CH3:27])=[C:13]([S:15]([C:18]2[CH:19]=[N:20][C:21](Cl)=[C:22]([Br:24])[CH:23]=2)(=[O:17])=[O:16])[CH:14]=1)=[NH:9])(C)(C)C.[NH2:29][C:30]1[C:35]([CH2:36][NH2:37])=[CH:34][N:33]=[C:32](C)[N:31]=1.C(Cl)Cl.[C:42]([OH:48])([C:44]([F:47])([F:46])[F:45])=[O:43]>C1COCC1>[F:45][C:44]([F:47])([F:46])[C:42]([OH:48])=[O:43].[NH2:29][C:30]1[C:35]([CH2:36][NH:37][C:21]2[N:20]=[CH:19][C:18]([S:15]([C:13]3[CH:14]=[C:10]([C:8]([NH2:9])=[NH:7])[S:11][C:12]=3[S:26][CH3:27])(=[O:16])=[O:17])=[CH:23][C:22]=2[Br:24])=[CH:34][N:33]=[CH:32][N:31]=1 |f:2.3,5.6|. Procedure: The reaction was conducted following the procedure for Example 164: step c, using {[4-(5-bromo-6-chloro-pyridine-3-sulfonyl)-5-methylsulfanyl-thiophen-2-yl]-imino-methyl}-carbamic acid tert-butyl ester (0.035 g, 0.067 mmol), 4-amino-5-aminomethyl-2-methylpyrimidine (0.018 g, 0.135 mmol), THF [2 mL], followed by DCM/TFA (1:1) and reverse-phase HPLC to yield the title compound. ESI-MS (m/z): Calcd. for C18H19BrN6O2S3: 528.48 (M+H); found 528.0, 529.9. Starting materials: BrC=1C(=C(C=CC1)N)C(O[SiH2]C(C)(C)C)(C)C (3-bromo-2-(tert-butyl-dimethyl-silanyloxymethyl)-phenylamine), N1=CC=CC=C1 (pyridine), C1(CC1)C1=CC(=C(C(=O)Cl)C=C1)C (4-cyclopropyl-2-methylbenzoyl chloride). Solvent: C1(=CC=CC=C1)C (toluene), C1(=CC=CC=C1)C (toluene), CCCCCC (hexane). Reaction conditions: time 8 hour. Product: BrC=1C(=C(C=CC1)NC(C1=C(C=C(C=C1)C1CC1)C)=O)C(O[SiH2]C(C)(C)C)(C)C (N-[3-Bromo-2-(tert-butyl-dimethyl-silanyloxymethyl)-phenyl]-4-cyclopropyl-2-methyl-benzamide). Yield: 98.7%. As a reaction SMILES: [Br:1][C:2]1[C:3]([C:9]([CH3:17])([CH3:16])[O:10][SiH2:11][C:12]([CH3:15])([CH3:14])[CH3:13])=[C:4]([NH2:8])[CH:5]=[CH:6][CH:7]=1.N1C=CC=CC=1.[CH:24]1([C:27]2[CH:35]=[CH:34][C:30]([C:31](Cl)=[O:32])=[C:29]([CH3:36])[CH:28]=2)[CH2:26][CH2:25]1>C1(C)C=CC=CC=1.CCCCCC>[Br:1][C:2]1[C:3]([C:9]([CH3:17])([CH3:16])[O:10][SiH2:11][C:12]([CH3:15])([CH3:14])[CH3:13])=[C:4]([NH:8][C:31](=[O:32])[C:30]2[CH:34]=[CH:35][C:27]([CH:24]3[CH2:26][CH2:25]3)=[CH:28][C:29]=2[CH3:36])[CH:5]=[CH:6][CH:7]=1. Procedure: To a solution of [3-bromo-2-(tert-butyl-dimethyl-silanyloxymethyl)-phenylamine (21.28 g, 67.3 mmol) and anhydrous pyridine (6.5 mL, 80 mmol) in 50 mL of anhydrous toluene was added a solution of 4-cyclopropyl-2-methylbenzoyl chloride (13.25 g, 68.1 mmol) in 50 mL anhydrous toluene dropwise. A precipitate formed immediately upon addition. Stirred the mixture at ambient temperature under nitrogen overnight. Diluted the reaction mixture with 125 mL hexane and filtered off the precipitate. Washed th...